Dataset: the Open Reaction Database (ORD), a public repository of structured organic reaction records. Task: describe an organic reaction: reactants, conditions, products, and yield Starting materials: Cl (hydrochloric acid), [N-]=[N+]=[N-].[Na+] (sodium azide), [Cl-].[Al+3].[Cl-].[Cl-] (aluminum chloride), ClCCCCC#N (5-chlorovaleronitrile). Solvent: O1CCCC1 (tetrahydrofuran), CCCCC (pentane). Run at temperature 80 celsius, time 16 hour. Product: ClCCCCC1=NN=NN1 (5-(4-chlorobutyl)tetrazole). Reaction SMILES: [Cl:1][CH2:2][CH2:3][CH2:4][CH2:5][C:6]#[N:7].[N-:8]=[N+:9]=[N-:10].[Na+].[Cl-].[Al+3].[Cl-].[Cl-].Cl>O1CCCC1.CCCCC>[Cl:1][CH2:2][CH2:3][CH2:4][CH2:5][C:6]1[NH:10][N:9]=[N:8][N:7]=1 |f:1.2,3.4.5.6|. Procedure: 100mmol of 5-chlorovaleronitrile are placed under an inert atmosphere in 100 ml of anhydrous tetrahydrofuran on an ice bath. 445 mmol of sodium azide and then 100 mmol of aluminum chloride are then added in small fractions. The reaction mixture is heated to 80° C. and left under reflux, with stirring, for 16 hours. The complex formed is then hydrolyzed by addition, dropwise, of 150 cm3 of 5% hydrochloric acid. The resulting aqueous phase is extracted with ethyl acetate and after washing the orga... The reactants are C1(CC1)N1C=C(C(C2=CC(=C(C(=C12)F)F)F)=O)C(=O)O (1-cyclopropyl-6,7,8-trifluoro-1,4-dihydro-4-oxo-3-quinolinecarboxylic acid), C1CN2CCN1CC2 (DABCO). The product is C12C=CCCC2CN(C1)C1=C(C=C2C(C(=CN(C2=C1F)C1CC1)C(=O)O)=O)F (7-(8-Azabicyclo[4.3.0]non-2-en-8-yl)-1-cyclopropyl-6,8-difluoro-1,4-dihydro-4-oxo-3-quinolinecarboxylic acid). The yield is 240.0%. Reaction SMILES: [CH:1]1([N:4]2[C:13]3[C:8](=[CH:9][C:10]([F:16])=[C:11](F)[C:12]=3[F:14])[C:7](=[O:17])[C:6]([C:18]([OH:20])=[O:19])=[CH:5]2)[CH2:3][CH2:2]1.C1[N:26]2[CH2:27][CH2:28]N([CH2:24][CH2:25]2)C1>>[CH:24]12[CH2:25][N:26]([C:11]3[C:12]([F:14])=[C:13]4[C:8]([C:7](=[O:17])[C:6]([C:18]([OH:20])=[O:19])=[CH:5][N:4]4[CH:1]4[CH2:3][CH2:2]4)=[CH:9][C:10]=3[F:16])[CH2:27][CH:28]1[CH2:8][CH2:7][CH:6]=[CH:5]2. Procedure: Heat 1.4 g (5 mmol) of 1-cyclopropyl-6,7,8-trifluoro-1,4-dihydro-4-oxo-3-quinolinecarboxylic acid, 0.6 g (5 mmol) of DABCO and 0.8 g (6 mmol) of the title compound from Example A to reflux for 3 h in a mixture consisting of 15 ml of acetonitrile and 7.5 ml of DMF. After cooling, add 25 ml of water and 2.5 ml of acetic acid, and filter off the precipitate with suction, wash it with water, and dry it at 50° C. The reactants are C(C)(C)(C)OC(=O)N1C(C2=CC=CC=C2C1)C(NCC(=O)C1=CC=C(C=C1)C1=CC=C(C=C1)C=1N=C(NC1)C1N(CCC1)C(C(C(C)C)NC(=O)OC)=O)=O (1-[2-(4′-{2-[1-(2-Methoxycarbonylamino-3-methyl-butyryl)-pyrrolidin-2-yl]-1H-imidazol-4-yl}-biphenyl-4-yl)-2-oxo-ethylcarbamoyl]-1,3-dihydro-isoindole-2-carboxylic acid tert-butyl ester), m-xylenes, C(C)(=O)[O-].[NH4+] (ammonium acetate). Conditions: temperature 135 celsius, time 180 minute. The product is C(C)(C)(C)OC(=O)N1C(C2=CC=CC=C2C1)C=1NC(=CN1)C1=CC=C(C=C1)C1=CC=C(C=C1)C=1N=C(NC1)C1N(CCC1)C(C(C(C)C)NC(=O)OC)=O (1-[5-(4′-{2-[1-(2-Methoxycarbonylamino-3-methyl-butyryl)-pyrrolidin-2-yl]-1H-imidazol-4-yl}-biphenyl-4-yl)-1H-imidazol-2-yl]-1,3-dihydro-isoindole-2-carboxylic acid tert-butyl ester). Yield: 98.6%. RXN SMILES: [C:1]([O:5][C:6]([N:8]1[CH2:16][C:15]2[C:10](=[CH:11][CH:12]=[CH:13][CH:14]=2)[CH:9]1[C:17](=O)[NH:18][CH2:19][C:20]([C:22]1[CH:27]=[CH:26][C:25]([C:28]2[CH:33]=[CH:32][C:31]([C:34]3[N:35]=[C:36]([CH:39]4[CH2:43][CH2:42][CH2:41][N:40]4[C:44](=[O:54])[CH:45]([NH:49][C:50]([O:52][CH3:53])=[O:51])[CH:46]([CH3:48])[CH3:47])[NH:37][CH:38]=3)=[CH:30][CH:29]=2)=[CH:24][CH:23]=1)=O)=[O:7])([CH3:4])([CH3:3])[CH3:2].C([O-])(=O)C.[NH4+:60]>>[C:1]([O:5][C:6]([N:8]1[CH2:16][C:15]2[C:10](=[CH:11][CH:12]=[CH:13][CH:14]=2)[CH:9]1[C:17]1[NH:60][C:20]([C:22]2[CH:23]=[CH:24][C:25]([C:28]3[CH:33]=[CH:32][C:31]([C:34]4[N:35]=[C:36]([CH:39]5[CH2:43][CH2:42][CH2:41][N:40]5[C:44](=[O:54])[CH:45]([NH:49][C:50]([O:52][CH3:53])=[O:51])[CH:46]([CH3:47])[CH3:48])[NH:37][CH:38]=4)=[CH:30][CH:29]=3)=[CH:26][CH:27]=2)=[CH:19][N:18]=1)=[O:7])([CH3:2])([CH3:4])[CH3:3] |f:1.2|. Reported procedure: 1-[2-(4′-{2-[1-(2-Methoxycarbonylamino-3-methyl-butyryl)-pyrrolidin-2-yl]-1H-imidazol-4-yl}-biphenyl-4-yl)-2-oxo-ethylcarbamoyl]-1,3-dihydro-isoindole-2-carboxylic acid tert-butyl ester (147.8 mg) was taken into m-xylenes (2.0 mL) and heated at 135° C. Solid ammonium acetate (120 mg, 1.5 mmol) was added and the reaction was stirred at 135° C. After 180 minutes, the reaction was cooled to room temperature and the volatiles were removed in vacuo. The crude reaction product was partitioned between ... The reactants are C1CCOC1, COc1ccc(-c2cc3cc(OC)cc(C=O)c3o2)cc1, [O-][Cl+][O-], [Na+], [Na+], O, O=P([O-])(O)O. Product: COc1ccc(-c2cc3cc(OC)cc(C(=O)O)c3o2)cc1. RXN SMILES: [CH2:32]1[O:33][CH2:34][CH2:35][CH2:36]1.[CH3:1][O:2][c:3]1[cH:4][c:5]([CH:20]=[O:21])[c:6]2[c:7]([cH:8][c:9](-[c:11]3[cH:12][cH:13][c:14]([O:17][CH3:18])[cH:15][cH:16]3)[o:10]2)[cH:19]1.[Cl+:22]([O-:23])[O-:24].[Na+:25].[Na+:31].[OH2:37].[P:26]([O-:27])([OH:28])([OH:29])=[O:30]>>[CH3:1][O:2][c:3]1[cH:4][c:5]([C:20](=[O:21])[OH:23])[c:6]2[c:7]([cH:8][c:9](-[c:11]3[cH:12][cH:13][c:14]([O:17][CH3:18])[cH:15][cH:16]3)[o:10]2)[cH:19]1. The reactants are OCC1=CC=C(C(=O)O)C=C1 (4-(Hydroxymethyl)benzoic acid), O1C(CCCC1)ON (O-(tetrahydro-2H-pyran-2-yl)hydroxylamine), 1-ethyl-3-(3-dimethyllaminopropyl)carbodiimide hydrochloride. Solvent: ClCCl (dichloromethane). Run at time 2 hour. Yields the product OCC1=CC=C(C(=O)NOC2OCCCC2)C=C1 (4-(hydroxymethyl)-N-(tetrahydro-2H-pyran-2-yloxy)benzamide). Isolated yield 70.0%. RXN SMILES: [OH:1][CH2:2][C:3]1[CH:11]=[CH:10][C:6]([C:7]([OH:9])=O)=[CH:5][CH:4]=1.[O:12]1[CH2:17][CH2:16][CH2:15][CH2:14][CH:13]1[O:18][NH2:19]>ClCCl>[OH:1][CH2:2][C:3]1[CH:4]=[CH:5][C:6]([C:7]([NH:19][O:18][CH:13]2[CH2:14][CH2:15][CH2:16][CH2:17][O:12]2)=[O:9])=[CH:10][CH:11]=1. Procedure details: A mixture of 4-(Hydroxymethyl)benzoic acid (0.75 g, 5 mmol), O-(tetrahydro-2H-pyran-2-yl)hydroxylamine (0.59 g, 5 mmol), and 1-ethyl-3-(3-dimethyllaminopropyl)carbodiimide hydrochloride (1.15 g, 6 mmol) in dichloromethane (50 mL) was stirred at room temperature for 2 h (monitored by TLC). The mixture was extracted with water and dried over magnesium sulfate. The residue was purified by chromatography (MeOH:DCM=1:50) to give the title compound (0.88 g, 70%). NMR (400 MHz in DMSO, Bruker AVANCE-40...